This data is from the Open Reaction Database (ORD), a public repository of structured organic reaction records. The task is: describe an organic reaction: reactants, conditions, products, and yield Reactants: COc1cc2cc(C(N)=O)sc2cc1OC, O=C(OC(=O)C(F)(F)F)C(F)(F)F, O, c1ccncc1. The product is COc1cc2cc(C#N)sc2cc1OC. RXN SMILES: [CH3:1][O:2][c:3]1[cH:4][c:5]2[c:6]([s:7][c:8]([C:10](=[O:11])[NH2:12])[cH:9]2)[cH:13][c:14]1[O:15][CH3:16].[F:17][C:18]([F:19])([F:20])[C:21]([O:22][C:23](=[O:24])[C:25]([F:26])([F:27])[F:28])=[O:29].[OH2:36].[cH:30]1[cH:31][cH:32][n:33][cH:34][cH:35]1>>[CH3:1][O:2][c:3]1[cH:4][c:5]2[c:6]([s:7][c:8]([C:10]#[N:12])[cH:9]2)[cH:13][c:14]1[O:15][CH3:16]. Starting materials: ClC1=NC=CC2=CC=CC=C12 (1-chloroisoquinoline), BrC1=CC=C(C(=O)NN)C=C1 (4-bromobenzoylhydrazine). The solvent is C1(=CC=C(C=C1)C)C (para-xylene). Run at temperature 100 celsius, time 4 hour. The product is BrC1=CC=C(C=C1)C1=NN=C2N1C=CC1=CC=CC=C21 (3-(4-Bromophenyl)-1,2,4-triazolo[3,4-α]isoquinoline). Isolated yield 30.8%. Reaction SMILES: Cl[C:2]1[C:11]2[C:6](=[CH:7][CH:8]=[CH:9][CH:10]=2)[CH:5]=[CH:4][N:3]=1.[Br:12][C:13]1[CH:22]=[CH:21][C:16]([C:17]([NH:19][NH2:20])=O)=[CH:15][CH:14]=1>C1(C)C=CC(C)=CC=1>[Br:12][C:13]1[CH:22]=[CH:21][C:16]([C:17]2[N:3]3[CH:4]=[CH:5][C:6]4[C:11]([C:2]3=[N:20][N:19]=2)=[CH:10][CH:9]=[CH:8][CH:7]=4)=[CH:15][CH:14]=1. Reported procedure: To a 50-mL three-neck flask were added 0.8 g (5.0 mmol) of 1-chloroisoquinoline, 1.1 g (5.0 mmol) of 4-bromobenzoylhydrazine, and 10 mL of para-xylene. This mixture was stirred at 100° C. for 4 hours under a nitrogen stream. After a predetermined time elapsed, this mixture was cooled to room temperature, and the precipitated solid was collected by suction filtration. The obtained solid was purified by silica gel column chromatography (chloroform:ethyl acetate=10:1), so that the substance which w... Starting materials: C(CCCCC)N1C(C2C(C2C1)(C1=CC(=CC=C1)C1=NC=CC=C1)C)=O (3-Hexyl-6-methyl-6-[3-(2-pyridinyl)phenyl]-3-azabicyclo[3.1.0]hexan-2-one), [H-].[Al+3].[Li+].[H-].[H-].[H-] (Lithium aluminium hydride). The solvent is O1CCCC1 (tetrahydrofuran). Reaction conditions: time 16 hour. Yields the product C(CCCCC)N1CC2C(C2C1)(C1=CC(=CC=C1)C1=NC=CC=C1)C (3-Hexyl-6-methyl-6-[3-(2-pyridyl)phenyl]-3-azabicyclo[3.1.0]hexane). The yield is 43.2%. As a reaction SMILES: [CH2:1]([N:7]1[CH2:12][CH:11]2[CH:9]([C:10]2([CH3:25])[C:13]2[CH:18]=[CH:17][CH:16]=[C:15]([C:19]3[CH:24]=[CH:23][CH:22]=[CH:21][N:20]=3)[CH:14]=2)[C:8]1=O)[CH2:2][CH2:3][CH2:4][CH2:5][CH3:6].[H-].[Al+3].[Li+].[H-].[H-].[H-]>O1CCCC1>[CH2:1]([N:7]1[CH2:12][CH:11]2[CH:9]([C:10]2([CH3:25])[C:13]2[CH:18]=[CH:17][CH:16]=[C:15]([C:19]3[CH:24]=[CH:23][CH:22]=[CH:21][N:20]=3)[CH:14]=2)[CH2:8]1)[CH2:2][CH2:3][CH2:4][CH2:5][CH3:6] |f:1.2.3.4.5.6|. Reported procedure: 3-Hexyl-6-methyl-6-[3-(2-pyridinyl)phenyl]-3-azabicyclo[3.1.0]hexan-2-one (Preparation 68, 33 mg, 0.09 mmol) was dissolved in tetrahydrofuran (10 ml) at 0° C. Lithium aluminium hydride (1M in tetrahydrofuran, 0.2 ml, 0.2 mmol) was added under nitrogen and then the reaction mixture was stirred at room temperature for 16 h. The reaction mixture was quenched by adding aqueous sodium hydroxide solution (2N, 0.4 ml), followed by solid sodium hydrogen carbonate and ethyl acetate. The reaction mixture ... Starting materials: C(C)(=O)O[C@H]1[C@H](OC(C)=O)[C@H](OC(C)=O)[C@H](O1)COC(C)=O (1,2,3,5-tetra-O-acetyl-β-D-ribofuranose), C([O-])(O)=O.[Na+] (sodium bicarbonate), FC(S(=O)(=O)O[Si](C)(C)C)(F)F (trimethylsilyl trifluoromethanesulphonate), C1(=CC=CC=C1)C(CNC1=C2N=CNC2=NC(=N1)C(=O)OCC)C1=CC=CC=C1 (ethyl 6-[(2,2-diphenylethyl)amino]-9H-purine-2-carboxylate), resultant mixture, CN1CCOCC1 (4-methylmorpholine). Run in COCCOC (1,2-dimethoxyethane), C(C)(=O)OCC (ethyl acetate), COCCOC (1,2-dimethoxyethane). Conditions: temperature 55 celsius. Yields the product C(C)(=O)O[C@H]1[C@@H](O[C@@H]([C@H]1OC(C)=O)COC(C)=O)N1C2=NC(=NC(=C2N=C1)NCC(C1=CC=CC=C1)C1=CC=CC=C1)C(=O)OCC (Ethyl 9-{(2R,3R,4R,5R)-3,4-bis(acetyloxy)-5-[(acetyloxy)methyl]tetrahydro-2-furanyl}-6-[(2,2-diphenylethyl)amino]-9H-purine-2-carboxylate). RXN SMILES: [C:1]1([CH:7]([C:24]2[CH:29]=[CH:28][CH:27]=[CH:26][CH:25]=2)[CH2:8][NH:9][C:10]2[N:18]=[C:17]([C:19]([O:21][CH2:22][CH3:23])=[O:20])[N:16]=[C:15]3[C:11]=2[N:12]=[CH:13][NH:14]3)[CH:6]=[CH:5][CH:4]=[CH:3][CH:2]=1.CN1CCOCC1.FC(F)(F)S(O[Si](C)(C)C)(=O)=O.C(O[C@@H:53]1[O:65][C@H:64]([CH2:66][O:67][C:68](=[O:70])[CH3:69])[C@@H:59]([O:60][C:61](=[O:63])[CH3:62])[C@H:54]1[O:55][C:56](=[O:58])[CH3:57])(=O)C.C(=O)(O)[O-].[Na+]>COCCOC.C(OCC)(=O)C>[C:56]([O:55][C@@H:54]1[C@H:59]([O:60][C:61](=[O:63])[CH3:62])[C@@H:64]([CH2:66][O:67][C:68](=[O:70])[CH3:69])[O:65][C@H:53]1[N:14]1[CH:13]=[N:12][C:11]2[C:15]1=[N:16][C:17]([C:19]([O:21][CH2:22][CH3:23])=[O:20])=[N:18][C:10]=2[NH:9][CH2:8][CH:7]([C:1]1[CH:2]=[CH:3][CH:4]=[CH:5][CH:6]=1)[C:24]1[CH:29]=[CH:28][CH:27]=[CH:26][CH:25]=1)(=[O:58])[CH3:57] |f:4.5|. Procedure details: To a suspension of ethyl 6-[(2,2-diphenylethyl)amino]-9H-purine-2-carboxylate (Preparation 63) (40.0 g, 0.103 moles) in anhydrous 1,2-dimethoxyethane (240 ml) under an atmosphere of nitrogen was added 4-methylmorpholine (11.5 g, 12.5 ml, 0.114 moles) and the resultant mixture was heated to 45° C. with stirring. To this mixture was then added trimethylsilyl trifluoromethanesulphonate (27.5 g, 22.4 ml, 0.124 moles) over a period of 10 minutes. The resultant orange solution was then heated to 55° C... The reactants are CC(=O)SC1CC(CN2CCCn3nccc32)N(C(=O)OCc2ccc([N+](=O)[O-])cc2)C1, C[O-], CC(=O)O, CO, [Na+], C1CCOC1. The product is O=C(OCc1ccc([N+](=O)[O-])cc1)N1CC(S)CC1CN1CCCn2nccc21. Reaction SMILES: [C:1](=[O:2])([CH3:3])[S:4][CH:5]1[CH2:6][CH:7]([CH2:23][N:24]2[c:25]3[n:26]([n:30][cH:31][cH:32]3)[CH2:27][CH2:28][CH2:29]2)[N:8]([C:10](=[O:11])[O:12][CH2:13][c:14]2[cH:15][cH:16][c:17]([N+:20](=[O:21])[O-:22])[cH:18][cH:19]2)[CH2:9]1.[CH3:33][O-:34].[CH3:36][C:37](=[O:38])[OH:39].[CH3:40][OH:41].[Na+:35].[O:42]1[CH2:43][CH2:44][CH2:45][CH2:46]1>>[SH:4][CH:5]1[CH2:6][CH:7]([CH2:23][N:24]2[c:25]3[n:26]([n:30][cH:31][cH:32]3)[CH2:27][CH2:28][CH2:29]2)[N:8]([C:10](=[O:11])[O:12][CH2:13][c:14]2[cH:15][cH:16][c:17]([N+:20](=[O:21])[O-:22])[cH:18][cH:19]2)[CH2:9]1.